This data is from the Open Reaction Database (ORD), a public repository of structured organic reaction records. The task is: describe an organic reaction: reactants, conditions, products, and yield The reactants are O=C([O-])O, CCBr, CN(C)C=O, [Na+], O, CC(C)(C)OC(=O)NC(CC(=O)O)C(=O)Nc1cccnc1. Product: CCOC(=O)CC(NC(=O)OC(C)(C)C)C(=O)Nc1cccnc1. As a reaction SMILES: [C:23](=[O:24])([O-:25])[OH:26].[CH2:28]([CH3:29])[Br:30].[CH3:32][N:33]([CH3:34])[CH:35]=[O:36].[Na+:27].[OH2:31].[n:1]1[cH:2][c:3]([NH:7][C:8]([CH:9]([CH2:10][C:11](=[O:12])[OH:13])[NH:14][C:15](=[O:16])[O:17][C:18]([CH3:19])([CH3:20])[CH3:21])=[O:22])[cH:4][cH:5][cH:6]1>>[n:1]1[cH:2][c:3]([NH:7][C:8]([CH:9]([CH2:10][C:11]([O:12][CH2:28][CH3:29])=[O:13])[NH:14][C:15](=[O:16])[O:17][C:18]([CH3:19])([CH3:20])[CH3:21])=[O:22])[cH:4][cH:5][cH:6]1. Reactants: CC1=NC=CC(=C1)C1=NN(C2=CC=C(C=C12)C(=O)OCC)C(C1=CC=CC=C1)(C1=CC=CC=C1)C1=CC=CC=C1 (ethyl 3-(2-methylpyridin-4-yl)-1-trityl-1H-indazole-5-carboxylate), CO (MeOH), [OH-].[Na+] (sodium hydroxide), Cl (HCl). Run in C(C)(C)O (isopropanol), C(Cl)(Cl)Cl (chloroform). Conditions: temperature 80 celsius. Yields the product CC1=NC=CC(=C1)C1=NN(C2=CC=C(C=C12)C(=O)O)C(C1=CC=CC=C1)(C1=CC=CC=C1)C1=CC=CC=C1 (3-(2-methylpyridin-4-yl)-1-trityl-1H-indazole-5-carboxylic acid). The yield is 98.6%. Reaction SMILES: [CH3:1][C:2]1[CH:7]=[C:6]([C:8]2[C:16]3[C:11](=[CH:12][CH:13]=[C:14]([C:17]([O:19]CC)=[O:18])[CH:15]=3)[N:10]([C:22]([C:35]3[CH:40]=[CH:39][CH:38]=[CH:37][CH:36]=3)([C:29]3[CH:34]=[CH:33][CH:32]=[CH:31][CH:30]=3)[C:23]3[CH:28]=[CH:27][CH:26]=[CH:25][CH:24]=3)[N:9]=2)[CH:5]=[CH:4][N:3]=1.CO.[OH-].[Na+].Cl>C(O)(C)C.C(Cl)(Cl)Cl>[CH3:1][C:2]1[CH:7]=[C:6]([C:8]2[C:16]3[C:11](=[CH:12][CH:13]=[C:14]([C:17]([OH:19])=[O:18])[CH:15]=3)[N:10]([C:22]([C:23]3[CH:28]=[CH:27][CH:26]=[CH:25][CH:24]=3)([C:35]3[CH:36]=[CH:37][CH:38]=[CH:39][CH:40]=3)[C:29]3[CH:34]=[CH:33][CH:32]=[CH:31][CH:30]=3)[N:9]=2)[CH:5]=[CH:4][N:3]=1 |f:2.3|. Procedure details: In a sealed flask was added ethyl 3-(2-methylpyridin-4-yl)-1-trityl-1H-indazole-5-carboxylate (420 mg, 0.802 mmol), MeOH (6 ml), and sodium hydroxide (1N in water, 4 ml, 4.00 mmol). The resulting mixture was then heated for 60 min at a temperature of 80° C. with stirring. The mixture was then neutralized with HCl (2N in water), diluted with 10% isopropanol in chloroform, washed with water, dried with sodium sulfate, filtered, and concentrated to afford 3-(2-methylpyridin-4-yl)-1-trityl-1H-indazo...